This data is from the Open Reaction Database (ORD), a public repository of structured organic reaction records. The task is: describe an organic reaction: reactants, conditions, products, and yield The reactants are ClC1=CC=C(C=C1)C=1NC2=CC=CC=C2C1 (2-(4-chlorophenyl)-indole), [Cl-].ClC1=C(C=[N+](C)C)C(=CC=C1)F ((2-chloro-6-fluoro-benzylidene)-dimethyl-ammonium chloride), ClC1=C(C=O)C(=CC=C1)F (2-chloro-6-fluoro-benzaldehyde), CNC (dimethylamine). The product is ClC1=C(C(=CC=C1)F)C(C1=C(NC2=CC=CC=C12)C1=CC=C(C=C1)Cl)N(C)C ({(2-Chloro-6-fluoro-phenyl)-[2-(4-chloro-phenyl)-1H-indol-3-yl]-methyl}-dimethyl-amine). Reaction SMILES: [Cl:1][C:2]1[CH:7]=[CH:6][C:5]([C:8]2[NH:9][C:10]3[C:15]([CH:16]=2)=[CH:14][CH:13]=[CH:12][CH:11]=3)=[CH:4][CH:3]=1.[Cl-].[Cl:18][C:19]1[CH:28]=[CH:27][CH:26]=[C:25]([F:29])[C:20]=1[CH:21]=[N+:22]([CH3:24])[CH3:23].ClC1C=CC=C(F)C=1C=O.CNC>>[Cl:18][C:19]1[CH:28]=[CH:27][CH:26]=[C:25]([F:29])[C:20]=1[CH:21]([N:22]([CH3:24])[CH3:23])[C:16]1[C:15]2[C:10](=[CH:11][CH:12]=[CH:13][CH:14]=2)[NH:9][C:8]=1[C:5]1[CH:4]=[CH:3][C:2]([Cl:1])=[CH:7][CH:6]=1 |f:1.2|. Procedure: The preparation was carried out in accordance with general synthesis instructions 4 from 2-(4-chlorophenyl)-indole and (2-chloro-6-fluoro-benzylidene)-dimethyl-ammonium chloride, which had been prepared in accordance with example 24 from 2-chloro-6-fluoro-benzaldehyde and dimethylamine.